The task is: describe an organic reaction: reactants, conditions, products, and yield. This data is from the Open Reaction Database (ORD), a public repository of structured organic reaction records. The reactants are ClC=1C=C(C=CC1)NC(\C=C\C1=CC(=C(C=C1)[N+](=O)[O-])O)=O ((E)-N-(3-Chloro-phenyl)-3-(3-hydroxy-4-nitro-phenyl)-acrylamide), Cl[Sn]Cl (SnCl2). Run in CCO (EtOH). Yields the product ClC=1C=C(C=CC1)NC(\C=C\C1=CC(=C(C=C1)N)O)=O ((E)-N-(3-chloro-phenyl)-3-(4-amino-3-hydroxy-phenyl)-acrylamide). Yield: 61.6%. Reaction SMILES: [Cl:1][C:2]1[CH:3]=[C:4]([NH:8][C:9](=[O:22])/[CH:10]=[CH:11]/[C:12]2[CH:17]=[CH:16][C:15]([N+:18]([O-])=O)=[C:14]([OH:21])[CH:13]=2)[CH:5]=[CH:6][CH:7]=1.Cl[Sn]Cl>CCO>[Cl:1][C:2]1[CH:3]=[C:4]([NH:8][C:9](=[O:22])/[CH:10]=[CH:11]/[C:12]2[CH:17]=[CH:16][C:15]([NH2:18])=[C:14]([OH:21])[CH:13]=2)[CH:5]=[CH:6][CH:7]=1. Procedure details: (E)-N-(3-Chloro-phenyl)-3-(3-hydroxy-4-nitro-phenyl)-acrylamide (159 mg, 0.5 mmol) was suspended in EtOH (10 ml); SnCl2 (562 g, 2.5 mmol) was added and the mixture refluxed for 1.5 hrs. After cooling to RT, the solvent was evaporated. The residue was worked up with 5% sodium bicarbonate and 10% sodium potassium tartrate solutions, extracted with AcOEt, which was separated, dried and evaporated. The residue was triturated with a 1:1 diethyl ether-petroleum ether mixture, giving 89 mg of (E)-N-(3-... Starting materials: OC1C(CCC2=C1C(=NO2)C2=CC=CC=C2)CCO (4-hydroxy-5-(2-hydroxyethyl)-3-phenyl-4,5,6,7-tetrahydro-1,2-benzisoxazole), S(=O)(=O)(C1=CC=C(C)C=C1)Cl (Tosyl chloride), ice water. Run in N1=CC=CC=C1 (pyridine). Run at temperature 0 celsius, time 30 minute. Product: C1(=CC=CC=C1)C1=NOC2=C1C(C(CC2)CCOS(=O)(=O)C2=CC=C(C)C=C2)O (3-phenyl-5-(2-tosyloxyethyl)-4-hydroxy-4,5,6,7-tetrahydro-1,2-benzisoxazole). The yield is 79.9%. Reaction SMILES: [OH:1][CH:2]1[C:7]2[C:8]([C:11]3[CH:16]=[CH:15][CH:14]=[CH:13][CH:12]=3)=[N:9][O:10][C:6]=2[CH2:5][CH2:4][CH:3]1[CH2:17][CH2:18][OH:19].[S:20](Cl)([C:23]1[CH:29]=[CH:28][C:26]([CH3:27])=[CH:25][CH:24]=1)(=[O:22])=[O:21]>N1C=CC=CC=1>[C:11]1([C:8]2[C:7]3[CH:2]([OH:1])[CH:3]([CH2:17][CH2:18][O:19][S:20]([C:23]4[CH:29]=[CH:28][C:26]([CH3:27])=[CH:25][CH:24]=4)(=[O:22])=[O:21])[CH2:4][CH2:5][C:6]=3[O:10][N:9]=2)[CH:16]=[CH:15][CH:14]=[CH:13][CH:12]=1. Procedure: In 30 ml pyridine was dissolved 4-hydroxy-5-(2-hydroxyethyl)-3-phenyl-4,5,6,7-tetrahydro-1,2-benzisoxazole (2.1 g) and the mixture was cooled to 0° C. Tosyl chloride (1.54 g) was added and the solution was stirred at 0° C. for 30 minutes. The reaction mixture was poured into ice water, then extracted four times with ether. The mixture was dried (Na2SO4) and then concentrated at room temperature to yield 2.67 g of 3-phenyl-5-(2-tosyloxyethyl)-4-hydroxy-4,5,6,7-tetrahydro-1,2-benzisoxazole. Reactants: C[O-].[Na+] (sodium methoxide), ClC1=NC2=C(C=C(C(=C2C(=N1)OC)OC)OC)Cl (2,8-dichloro-4-methoxy-5,6-dimethoxyquinazoline). The product is O.ClC1=NC2=C(C=C(C(=C2C(=N1)OCC)OC)OC)Cl.ClC1=NC2=C(C=C(C(=C2C(=N1)OCC)OC)OC)Cl (2,8-Dichloro-4-ethoxy-5,6-dimethoxyquinazoline Hemihydrate). RXN SMILES: [CH3:1][O-].[Na+].[Cl:4][C:5]1[N:14]=[C:13]([O:15][CH3:16])[C:12]2[C:7](=[C:8]([Cl:21])[CH:9]=[C:10]([O:19][CH3:20])[C:11]=2[O:17][CH3:18])[N:6]=1>>[OH2:15].[Cl:4][C:5]1[N:14]=[C:13]([O:15][CH2:16][CH3:1])[C:12]2[C:7](=[C:8]([Cl:21])[CH:9]=[C:10]([O:19][CH3:20])[C:11]=2[O:17][CH3:18])[N:6]=1.[Cl:4][C:5]1[N:14]=[C:13]([O:15][CH2:16][CH3:1])[C:12]2[C:7](=[C:8]([Cl:21])[CH:9]=[C:10]([O:19][CH3:20])[C:11]=2[O:17][CH3:18])[N:6]=1 |f:0.1,3.4.5|. Procedure: When, in the above procedure, sodium methoxide is employed in place of sodium ethoxide the corresponding 2,8-dichloro-4-methoxy-5,6-dimethoxyquinazoline is obtained. Reactants: FC1=C(N)C(=CC=C1)F (2,6-difluoroaniline), BrBr (bromine), N1=CN=CC=C1 (pyrimidine). Solvent: C(Cl)(Cl)Cl (chloroform). Product: BrC1=CC(=C(N)C(=C1)F)F (4-bromo-2,6-difluoroaniline). RXN SMILES: [F:1][C:2]1[CH:8]=[CH:7][CH:6]=[C:5]([F:9])[C:3]=1[NH2:4].[Br:10]Br.N1C=CC=NC=1>C(Cl)(Cl)Cl>[Br:10][C:7]1[CH:8]=[C:2]([F:1])[C:3]([NH2:4])=[C:5]([F:9])[CH:6]=1. Procedure: In chloroform, commercially available compound [U], 2,6-difluoroaniline, is brominated with bromine in the presence of pyrimidine to yield compound [V], 4-bromo-2,6-difluoroaniline. In NMP, compound [V] is cyanated with copper (I) cyanide to form a copper complex. The copper complex is decomposed with EDA, to yield compound [W], 4-amino-3,5-difluorobenzonitrile. Compound [W] is converted into its corresponding diazonium salt with concentrated sulfuric acid in glacial acetic acid. In hydrobromic ... Reactants: ClC1=CC=C(C=C1)C=1C=C(N=NC1OCC(F)(F)F)C(=O)O (5-(4-chloro-phenyl)-6-(2,2,2-trifluoro-ethoxy)-pyridazine-3-carboxylic acid), FC(C1=NOC(=C1)CN)(F)F (3-trifluoromethyl-isoxazol-5-methanamine). Yields the product FC(C1=NOC(=C1)CNC(=O)C=1N=NC(=C(C1)C1=CC=C(C=C1)Cl)OCC(F)(F)F)(F)F (5-(4-chloro-phenyl)-6-(2,2,2-trifluoro-ethoxy)-pyridazine-3-carboxylic acid (3-trifluoromethyl-isoxazol-5-ylmethyl)-amide). RXN SMILES: [Cl:1][C:2]1[CH:7]=[CH:6][C:5]([C:8]2[CH:9]=[C:10]([C:20]([OH:22])=O)[N:11]=[N:12][C:13]=2[O:14][CH2:15][C:16]([F:19])([F:18])[F:17])=[CH:4][CH:3]=1.[F:23][C:24]([F:33])([F:32])[C:25]1[CH:29]=[C:28]([CH2:30][NH2:31])[O:27][N:26]=1>>[F:33][C:24]([F:23])([F:32])[C:25]1[CH:29]=[C:28]([CH2:30][NH:31][C:20]([C:10]2[N:11]=[N:12][C:13]([O:14][CH2:15][C:16]([F:19])([F:17])[F:18])=[C:8]([C:5]3[CH:4]=[CH:3][C:2]([Cl:1])=[CH:7][CH:6]=3)[CH:9]=2)=[O:22])[O:27][N:26]=1. Procedure details: The title compound was synthesized in analogy to Example 1, using 5-(4-chloro-phenyl)-6-(2,2,2-trifluoro-ethoxy)-pyridazine-3-carboxylic acid (example M) and 3-trifluoromethyl-isoxazol-5-methanamine (example BA) as starting materials; MS: 480.0 (M)+.